This data is from the Open Reaction Database (ORD), a public repository of structured organic reaction records. The task is: describe an organic reaction: reactants, conditions, products, and yield The reactants are [C-]#N.[Na+] (sodium cyanide), BrC[C@@H](CC(=O)OCC)O (Ethyl (R)-4-Bromo-3-hydroxybutanoate), C(C)(=O)OCC (Ethyl acetate). The solvent is O (water), C(C)O (ethanol). Run at time 16 hour. Yields the product C(#N)C[C@H](CC(=O)OCC)O ((R)-4-cyano-3-hydroxybutyric acid, ethyl ester). Yield: 59.8%. As a reaction SMILES: [C-:1]#[N:2].[Na+].Br[CH2:5][C@H:6]([OH:13])[CH2:7][C:8]([O:10][CH2:11][CH3:12])=[O:9].C(OCC)(=O)C>O.C(O)C>[C:1]([CH2:5][C@@H:6]([OH:13])[CH2:7][C:8]([O:10][CH2:11][CH3:12])=[O:9])#[N:2] |f:0.1|. Procedure details: To a 50 gallon reactor containing a solution of 2.2 kg (44 mol) of sodium cyanide dissolved in 40 L of demineralized water was added 7 kg (33 mol) of (S)-4-bromo-3-hydroxybutyric acid, ethyl ester (Example 3) dissolved in 8 L of ethanol. The reaction mixture was stirred for 16 hours at room temperature. Ethyl acetate (65 L) was added, the mixture agitated, and the layers were allowed to separate. The lower aqueous layer was transferred to a 50 gallon vessel containing 2.5 kg of sodium chloride a... Reactants: NC1=CC=C(C(=O)N(C2=CC(=CC=C2)C(F)(F)F)CCN2CCC(CC2)C(C2=CC=C(C=C2)F)=O)C=C1 (4-amino-N-{2-[4-(4-fluorobenzoyl)piperidino]ethyl}-N-(3-trifluoromethylphenyl)benzamide), C(C)(=O)OC(C)=O (acetic anhydride). Product: C(C)(=O)NC1=CC=C(C(=O)N(C2=CC(=CC=C2)C(F)(F)F)CCN2CCC(CC2)C(C2=CC=C(C=C2)F)=O)C=C1 (4-Acetylamino-N-{2-[4-(4-fluorobenzoyl)piperidino]ethyl}-N-(3-trifluoromethylphenyl)benzamide). Yield: 101.4%. RXN SMILES: [NH2:1][C:2]1[CH:37]=[CH:36][C:5]([C:6]([N:8]([CH2:19][CH2:20][N:21]2[CH2:26][CH2:25][CH:24]([C:27](=[O:35])[C:28]3[CH:33]=[CH:32][C:31]([F:34])=[CH:30][CH:29]=3)[CH2:23][CH2:22]2)[C:9]2[CH:14]=[CH:13][CH:12]=[C:11]([C:15]([F:18])([F:17])[F:16])[CH:10]=2)=[O:7])=[CH:4][CH:3]=1.[C:38](OC(=O)C)(=[O:40])[CH3:39]>>[C:38]([NH:1][C:2]1[CH:3]=[CH:4][C:5]([C:6]([N:8]([CH2:19][CH2:20][N:21]2[CH2:26][CH2:25][CH:24]([C:27](=[O:35])[C:28]3[CH:29]=[CH:30][C:31]([F:34])=[CH:32][CH:33]=3)[CH2:23][CH2:22]2)[C:9]2[CH:14]=[CH:13][CH:12]=[C:11]([C:15]([F:16])([F:17])[F:18])[CH:10]=2)=[O:7])=[CH:36][CH:37]=1)(=[O:40])[CH3:39]. Procedure: Using 4-amino-N-{2-[4-(4-fluorobenzoyl)piperidino]ethyl}-N-(3-trifluoromethylphenyl)benzamide (256.0 mg, 0.474 mmol) and acetic anhydride (0.13 ml, 1.40 mmol), the procedure of Inventive Example 94 was repeated to obtain 267.0 mg (96.2%) of the title compound in a colorless amorphous form. Starting materials: O=C(C(=O)O)CCC(=O)O.ClC=1C=CC2=C([C@H](CNCC2)C)C1 ((R)-8-chloro-1-methyl-2,3,4,5-tetrahydro-1H-3-benzazepine oxoglutarate salt), title salt, O.C(CC(O)(C(=O)O)CC(=O)O)(=O)O.C(CC(O)(C(=O)O)CC(=O)O)(=O)O (citrate hemihydrate). Solvent: O (water), O (water). Product: O.C(CC(O)(C(=O)O)CC(=O)O)(=O)O.ClC=1C=CC2=C([C@H](CNCC2)C)C1.ClC=1C=CC2=C([C@H](CNCC2)C)C1.C(CC(O)(C(=O)O)CC(=O)O)(=O)O ((R)-8-Chloro-1-methyl-2,3,4,5-tetrahydro-1H-3-benzazepine Citrate Salt Hemihydrate). As a reaction SMILES: [O:1]=C(CCC(O)=O)C(O)=O.[Cl:11][C:12]1[CH:13]=[CH:14][C:15]2[CH2:21][CH2:20][NH:19][CH2:18][C@H:17]([CH3:22])[C:16]=2[CH:23]=1.O.[C:25]([OH:37])(=[O:36])[CH2:26][C:27]([CH2:32][C:33]([OH:35])=[O:34])([C:29]([OH:31])=[O:30])[OH:28].[C:38]([OH:50])(=[O:49])[CH2:39][C:40]([CH2:45][C:46]([OH:48])=[O:47])([C:42]([OH:44])=[O:43])[OH:41]>O>[OH2:1].[C:25]([OH:37])(=[O:36])[CH2:26][C:27]([CH2:32][C:33]([OH:35])=[O:34])([C:29]([OH:31])=[O:30])[OH:28].[Cl:11][C:12]1[CH:13]=[CH:14][C:15]2[CH2:21][CH2:20][NH:19][CH2:18][C@H:17]([CH3:22])[C:16]=2[CH:23]=1.[Cl:11][C:12]1[CH:13]=[CH:14][C:15]2[CH2:21][CH2:20][NH:19][CH2:18][C@H:17]([CH3:22])[C:16]=2[CH:23]=1.[C:38]([OH:50])(=[O:49])[CH2:39][C:40]([CH2:45][C:46]([OH:48])=[O:47])([C:42]([OH:44])=[O:43])[OH:41] |f:0.1,2.3.4,6.7.8.9.10|. Procedure: A known amount of the title salt was dissolved in water and analyzed by UPLC. The amount of Compound 1 in the sample was 53.2%. This is slightly higher than, but in fair agreement with the theoretical amount for a 1:1 citrate hemihydrate salt, 49.3%. The solubility in water was determined to be 33.9 mg/mL of the salt at a pH of 3.75. The reactants are CC(C)(C(C)C)N (2,3-dimethyl-2-butylamine), S(=O)(=O)(C1=CC=C(C)C=C1)Cl (tosylchloride). Solvent: N1=CC=CC=C1 (pyridine), N1=CC=CC=C1 (pyridine). Run at time 1 hour. Product: S(=O)(=O)(C1=CC=C(C)C=C1)NC(C)(C(C)C)C (N-tosyl-2,3-dimethyl-2-butylamine). Yield: 43.1%. Reaction SMILES: [CH3:1][C:2]([NH2:7])([CH:4]([CH3:6])[CH3:5])[CH3:3].[S:8](Cl)([C:11]1[CH:17]=[CH:16][C:14]([CH3:15])=[CH:13][CH:12]=1)(=[O:10])=[O:9]>N1C=CC=CC=1>[S:8]([NH:7][C:2]([CH3:3])([CH:4]([CH3:6])[CH3:5])[CH3:1])([C:11]1[CH:17]=[CH:16][C:14]([CH3:15])=[CH:13][CH:12]=1)(=[O:10])=[O:9]. Procedure details: To a solution of 1.2 g (0.012 mole) 2,3-dimethyl-2-butylamine in 20 mL pyridine, a solution of 1.9 g (0.010 mole) tosylchloride in 20 mL pyridine was added dropwise in a glacial water bath, stirred for 3 hours in that bath and 1 hour at room temperature, then heated for 2 hours in a bath at temperature of 95-100° C. The solvent was distilled off in vacuum. Toluene was added to the residue, then distilled off the solvent in vacuum. The residue was dissolved in water and extracted with toluene (×4... RXN SMILES: [Cl:24][CH2:25][c:26]1[n:27][c:28]([CH:31]=[CH:32][c:33]2[cH:34][c:35]([CH3:39])[cH:36][cH:37][cH:38]2)[o:29][cH:30]1.[H-:22].[Na+:23].[OH:1][c:2]1[cH:3][cH:4][c:5]([CH2:8][CH2:9][CH2:10][CH2:11][n:12]2[c:13]([CH2:17][CH:18]([CH2:19][OH:20])[OH:21])[n:14][cH:15][cH:16]2)[cH:6][cH:7]1>>[O:1]([c:2]1[cH:3][cH:4][c:5]([CH2:8][CH2:9][CH2:10][CH2:11][n:12]2[c:13]([CH2:17][CH:18]([CH2:19][OH:20])[OH:21])[n:14][cH:15][cH:16]2)[cH:6][cH:7]1)[CH2:25][c:26]1[n:27][c:28]([CH:31]=[CH:32][c:33]2[cH:34][c:35]([CH3:39])[cH:36][cH:37][cH:38]2)[o:29][cH:30]1. Yields the product Cc1cccc(C=Cc2nc(COc3ccc(CCCCn4ccnc4CC(O)CO)cc3)co2)c1. Reactants: Cc1cccc(C=Cc2nc(CCl)co2)c1, [H-], [Na+], OCC(O)Cc1nccn1CCCCc1ccc(O)cc1.